The task is: describe an organic reaction: reactants, conditions, products, and yield. This data is from the Open Reaction Database (ORD), a public repository of structured organic reaction records. The reactants are OC=1C=C(C=CC1)C1=NC(=NC(=C1CC(=O)OC)C)C1=CC=CC=C1 (Methyl 2-(4-(3-hydroxyphenyl)-6-methyl-2-phenylpyrimidin-5-yl)acetate), BrCOC (bromo(methoxy)methane), C(C)(C)N(C(C)C)CC (N,N-Diisopropylethylamine). Solvent: O1CCCC1 (tetrahydrofuran). The product is COCOC=1C=C(C=CC1)C1=NC(=NC(=C1C(C(=O)OC)CCC)C)C1=CC=CC=C1 (methyl 2-(4-(3-(methoxymethoxy)phenyl)-6-methyl-2-phenylpyrimidin-5-yl)pentanoate). Yield: 45.5%. Reaction SMILES: [OH:1][C:2]1[CH:3]=[C:4]([C:8]2[C:13]([CH2:14][C:15]([O:17][CH3:18])=[O:16])=[C:12]([CH3:19])[N:11]=[C:10]([C:20]3[CH:25]=[CH:24][CH:23]=[CH:22][CH:21]=3)[N:9]=2)[CH:5]=[CH:6][CH:7]=1.Br[CH2:27][O:28][CH3:29].[CH:30](N(CC)C(C)C)([CH3:32])[CH3:31]>O1CCCC1>[CH3:27][O:28][CH2:29][O:1][C:2]1[CH:3]=[C:4]([C:8]2[C:13]([CH:14]([CH2:31][CH2:30][CH3:32])[C:15]([O:17][CH3:18])=[O:16])=[C:12]([CH3:19])[N:11]=[C:10]([C:20]3[CH:21]=[CH:22][CH:23]=[CH:24][CH:25]=3)[N:9]=2)[CH:5]=[CH:6][CH:7]=1. Procedure: Methyl 2-(4-(3-hydroxyphenyl)-6-methyl-2-phenylpyrimidin-5-yl)acetate (150 mg; 0.449 mmol), bromo(methoxy)methane (73.3 μL; 0.897 mmol) and N,N-Diisopropylethylamine (116 μL; 0.673 mmol) were added to a flask at room temperature, dissolved in tetrahydrofuran (449 μL) and heated to reflux for 1 h. The reaction mixture was cooled to room temperature. The salts were removed by filtration and the filtrate was washed with water, brine, dried over magnesium sulphate and concentrated under reduced pres... Starting materials: BrC1=C2C=CC(=NC2=CC=C1)Cl (5-bromo-2-chloroquinoline), CC1=CC=C(O1)CN (5-methyl-2-furanmethanamine), CN (methylamine). Product: CNC=1C=2C=CC(=NC2C=CC1)NCC=1OC(=CC1)C (N5-Methyl-N2-(5-methyl-furan-2-ylmethyl)-quinoline-2,5-diamine). RXN SMILES: Br[C:2]1[CH:11]=[CH:10][CH:9]=[C:8]2[C:3]=1[CH:4]=[CH:5][C:6](Cl)=[N:7]2.[CH3:13][C:14]1[O:18][C:17]([CH2:19][NH2:20])=[CH:16][CH:15]=1.[CH3:21][NH2:22]>>[CH3:21][NH:22][C:2]1[C:3]2[CH:4]=[CH:5][C:6]([NH:20][CH2:19][C:17]3[O:18][C:14]([CH3:13])=[CH:15][CH:16]=3)=[N:7][C:8]=2[CH:9]=[CH:10][CH:11]=1. Procedure: The title compound, MS: m/e=268.4 (M+H+), was prepared in accordance with the general method of example 3 from 5-bromo-2-chloroquinoline, 5-methyl-2-furanmethanamine and methylamine (solution in ethanol). Reactants: NC1=C(C(NC(N1C1CC1)=O)=O)N=O (6-amino-1-cyclopropyl-5-nitroso-2,4-(1H,3H)-pyrimidinedione). The solvent is CN(C)C=O (DMF). The product is C1(CC1)N1C(NC(C(=C1N)N)=O)=O (1-cyclopropyl-5,6-diamino-2,4-(1H,3H)-pyrimidinedione). Reagents/catalysts: O=[Pt]=O (PtO2). As a reaction SMILES: [NH2:1][C:2]1[N:7]([CH:8]2[CH2:10][CH2:9]2)[C:6](=[O:11])[NH:5][C:4](=[O:12])[C:3]=1[N:13]=O>CN(C=O)C.O=[Pt]=O>[CH:8]1([N:7]2[C:2]([NH2:1])=[C:3]([NH2:13])[C:4](=[O:12])[NH:5][C:6]2=[O:11])[CH2:10][CH2:9]1. Reported procedure: 15.9 g of 6-amino-1-cyclopropyl-5-nitroso-2,4-(1H,3H)-pyrimidinedione (III) was catalytically hydrogenated in 1 liter of DMF and in the presence of 0.1 g PtO2 for 4 hours and at room temperature and at a pressure of 200 kPa. The catalyst and the crystals were filtered off and washed with ethanol. Yield 12.9 g (87%) (IV). Reactants: C1CCOC1, COC(=O)c1sc2ccc(OCc3cccc(OCc4ccc5ccccc5n4)c3)cc2c1C, CO, [Li+], [OH-], O, O. The product is Cc1c(C(=O)O)sc2ccc(OCc3cccc(OCc4ccc5ccccc5n4)c3)cc12. Reaction SMILES: [CH2:38]1[O:39][CH2:40][CH2:41][CH2:42]1.[CH3:1][O:2][C:3](=[O:4])[c:5]1[c:6]([CH3:34])[c:7]2[c:8]([s:9]1)[cH:10][cH:11][c:12]([O:14][CH2:15][c:16]1[cH:17][c:18]([O:22][CH2:23][c:24]3[n:25][c:26]4[cH:27][cH:28][cH:29][cH:30][c:31]4[cH:32][cH:33]3)[cH:19][cH:20][cH:21]1)[cH:13]2.[CH3:43][OH:44].[Li+:37].[OH-:36].[OH2:35].[OH2:45]>>[O:2]=[C:3]([OH:4])[c:5]1[c:6]([CH3:34])[c:7]2[c:8]([s:9]1)[cH:10][cH:11][c:12]([O:14][CH2:15][c:16]1[cH:17][c:18]([O:22][CH2:23][c:24]3[n:25][c:26]4[cH:27][cH:28][cH:29][cH:30][c:31]4[cH:32][cH:33]3)[cH:19][cH:20][cH:21]1)[cH:13]2. Starting materials: NC1=C(C=C(C=C1Br)C)CO ((2-amino-3-bromo-5-methylphenyl)methanol), ClCCl (Dichloromethane). Reagents/catalysts: [O-2].[O-2].[Mn+4] (Manganese dioxide). Solvent: O1CCCC1 (tetrahydrofuran). Conditions: temperature 40 celsius, time 16 hour. Product: NC1=C(C=O)C=C(C=C1Br)C (2-amino-3-bromo-5-methylbenzaldehyde), diethyl ether hexanes. Isolated yield 78.0%. RXN SMILES: [NH2:1][C:2]1[C:7]([Br:8])=[CH:6][C:5]([CH3:9])=[CH:4][C:3]=1[CH2:10][OH:11].ClCCl>O1CCCC1.[O-2].[O-2].[Mn+4]>[NH2:1][C:2]1[C:7]([Br:8])=[CH:6][C:5]([CH3:9])=[CH:4][C:3]=1[CH:10]=[O:11] |f:3.4.5|. Procedure details: The (2-amino-3-bromo-5-methylphenyl)methanol (7.80 g, 36.1 mmol) was dissolved in tetrahydrofuran (20 mL). Dichloromethane (50 mL) was added along with activated carbon (16.3 g). Manganese dioxide (9.4 g, 108 mmol) was added and the solution stirred at 40° C. for 16 h. The solution was cooled to room temperature and vacuum filtered through a celite. The solvent was removed at reduced pressure and the 2-amino-3-bromo-5-methylbenzaldehyde (6.10 g, 28.5 mmol) obtained by recrystallization from diet... Starting materials: C(C1=CC=CC=C1)N1CC(OCC1)CC1=CC(=CC=C1)C (N-benzyl-2-(3-methylbenzyl)-morpholine), C(=O)(OC(C)(C)C)N1C[C@H](OCC1)CC1=CC(=CC=C1)C=CC=1C=NC=CC1 (N-Boc-(R)-2-(3-(2-(3-pyridinyl)vinyl)-benzyl)morpholine), ClC(=O)OC(C)Cl (1-chloroethyl chloroformate). Yields the product CC=1C=C(CC2CNCCO2)C=CC1 (2-(3-Methyl-benzyl)-morpholine). Reaction SMILES: C([N:8]1[CH2:13][CH2:12][O:11][CH:10]([CH2:14][C:15]2[CH:20]=[CH:19][CH:18]=[C:17]([CH3:21])[CH:16]=2)[CH2:9]1)C1C=CC=CC=1.C(N1CCO[C@H](CC2C=CC=C(C=CC3C=NC=CC=3)C=2)C1)(OC(C)(C)C)=O.ClC(OC(Cl)C)=O>>[CH3:21][C:17]1[CH:16]=[C:15]([CH:20]=[CH:19][CH:18]=1)[CH2:14][CH:10]1[O:11][CH2:12][CH2:13][NH:8][CH2:9]1. Procedure details: Example 76 was prepared as described for example 27, but using N-benzyl-2-(3-methylbenzyl)-morpholine, intermediate (a) and 1-chloroethyl chloroformate and was isolated as a colorless oil (38.6 mg).